From a dataset of the Open Reaction Database (ORD), a public repository of structured organic reaction records. describe an organic reaction: reactants, conditions, products, and yield Starting materials: Cn1c(=O)oc2ccccc21, [Cl-], O=C(O)CCCl, Cl. Yields the product Cn1c(=O)oc2cc(C(=O)CCCl)ccc21. RXN SMILES: [CH3:1][n:2]1[c:3](=[O:11])[o:4][c:5]2[c:6]1[cH:7][cH:8][cH:9][cH:10]2.[Cl-:12].[Cl:13][CH2:14][CH2:15][C:16](=[O:17])[OH:18].[ClH:19]>>[CH3:1][n:2]1[c:3](=[O:11])[o:4][c:5]2[c:6]1[cH:7][cH:8][c:9]([C:16]([CH2:15][CH2:14][Cl:13])=[O:17])[cH:10]2. The reactants are ClCC(=O)NCC1=C(C=CC(=C1)OC(F)(F)F)OC (2-chloro-N-(2-methoxy-5-trifluoromethoxy-benzyl)-acetamide), ClCC(=O)NCC1=C(C=C(C=C1)OC(F)(F)F)O (2-chloro-N-(2-hydroxy-4-trifluoromethoxy-benzyl)-acetamide). Product: Cl.FC=1C=CC(=C(CN)C1)OC (5-Fluoro-2-methoxy-benzylamine hydrochloride). RXN SMILES: [Cl:1]CC([NH:5][CH2:6][C:7]1[CH:12]=[C:11](OC(F)(F)F)[CH:10]=[CH:9][C:8]=1[O:18][CH3:19])=O.ClCC(NCC1C=CC(OC(F)(F)[F:34])=CC=1O)=O>>[ClH:1].[F:34][C:11]1[CH:10]=[CH:9][C:8]([O:18][CH3:19])=[C:7]([CH:12]=1)[CH2:6][NH2:5] |f:2.3|. Procedure: This compound was prepared using the procedure described in Example 74, using 2-chloro-N-(2-methoxy-5-trifluoromethoxy-benzyl)-acetamide, instead of 2-chloro-N-(2-hydroxy-4-trifluoromethoxy-benzyl)-acetamide. 1H NMR (CD3OD) δ=7.15–7.11 (2H, m), 7.06–7.03 (1H, m), 4.06 (2H, s), 3.88 (3H, s). Reactants: O=C(O)Cc1ccc(Br)cc1, Cc1ccccc1, O, OCc1ccccc1, Cc1ccc(S(=O)(=O)O)cc1. Yields the product O=C(Cc1ccc(Br)cc1)OCc1ccccc1. As a reaction SMILES: [Br:1][c:2]1[cH:3][cH:4][c:5]([CH2:8][C:9](=[O:10])[OH:11])[cH:6][cH:7]1.[CH3:32][c:33]1[cH:34][cH:35][cH:36][cH:37][cH:38]1.[OH2:31].[OH:12][CH2:13][c:14]1[cH:15][cH:16][cH:17][cH:18][cH:19]1.[c:20]1([CH3:21])[cH:22][cH:23][c:24]([S:25]([OH:26])(=[O:27])=[O:28])[cH:29][cH:30]1>>[Br:1][c:2]1[cH:3][cH:4][c:5]([CH2:8][C:9](=[O:10])[O:11][CH2:13][c:14]2[cH:15][cH:16][cH:17][cH:18][cH:19]2)[cH:6][cH:7]1. RXN SMILES: [Br:1][CH2:2][CH2:3][CH2:4][CH2:5][CH2:6][O:7][CH2:8][CH2:9][CH2:10][c:11]1[cH:12][cH:13][c:14]([O:17][CH3:18])[cH:15][cH:16]1.[ClH:27].[NH2:19][CH2:20][c:21]1[cH:22][cH:23][cH:24][cH:25][cH:26]1.[OH2:28]>>[CH2:2]([CH2:3][CH2:4][CH2:5][CH2:6][O:7][CH2:8][CH2:9][CH2:10][c:11]1[cH:12][cH:13][c:14]([O:17][CH3:18])[cH:15][cH:16]1)[NH:19][CH2:20][c:21]1[cH:22][cH:23][cH:24][cH:25][cH:26]1.[ClH:27]. Product: COc1ccc(CCCOCCCCCNCc2ccccc2)cc1, Cl. Reactants: COc1ccc(CCCOCCCCCBr)cc1, Cl, NCc1ccccc1, O. Solvent: O (water), CCOC(=O)C (EtOAc), CCCCCC (hexane), CO (MeOH). Run at time 30 minute. Procedure details: To a solution of N-cyclopropyl-2-mercapto-acetamide (0.498 g, 3.80 mmol) in MeOH (5 ml) is added sodium methoxide solution (25% wt. in MeOH)(0.652 ml, 2.85 mmol). The resulting solution is stirred at room temperature for 30 minutes, then treated with a 1:1 mixture of 2,5-dichloro-6-isopropoxy-4-methyl-nicotinonitrile and 5,6-dichloro-2-isopropoxy-4-methyl-nicotinonitrile (0.400 g, 1.63 mmol). The reaction vessel is sealed, heated at 100° C. for 2.5 hours, and cooled to room temperature. The reac... The reactants are C1(CC1)NC(CS)=O (N-cyclopropyl-2-mercapto-acetamide), C[O-].[Na+] (sodium methoxide), ClC1=C(C#N)C(=C(C(=N1)OC(C)C)Cl)C (2,5-dichloro-6-isopropoxy-4-methyl-nicotinonitrile), ClC=1C(=NC(=C(C#N)C1C)OC(C)C)Cl (5,6-dichloro-2-isopropoxy-4-methyl-nicotinonitrile). The product is C1(CC1)NC(=O)C1=C(C=2C(=NC(=C(C2C)Cl)OC(C)C)S1)N (3-amino-5-chloro-6-isopropoxy-4-methyl-thieno[2,3-b]pyridine-2-carboxylic acid cyclopropylamide). Reaction SMILES: [CH:1]1([NH:4][C:5](=[O:8])[CH2:6][SH:7])[CH2:3][CH2:2]1.C[O-].[Na+].Cl[C:13]1[N:20]=[C:19]([O:21][CH:22]([CH3:24])[CH3:23])[C:18]([Cl:25])=[C:17]([CH3:26])[C:14]=1[C:15]#[N:16].ClC1C(Cl)=NC(OC(C)C)=C(C=1C)C#N>CO.CCOC(C)=O.CCCCCC.O>[CH:1]1([NH:4][C:5]([C:6]2[S:7][C:13]3=[N:20][C:19]([O:21][CH:22]([CH3:23])[CH3:24])=[C:18]([Cl:25])[C:17]([CH3:26])=[C:14]3[C:15]=2[NH2:16])=[O:8])[CH2:3][CH2:2]1 |f:1.2|. Starting materials: NCC1CN(Cc2ccc(Cl)c(Cl)c2)CCO1, O=C(O)Cc1ccco1. The product is O=C(Cc1ccco1)NCC1CN(Cc2ccc(Cl)c(Cl)c2)CCO1. Reaction SMILES: [Cl:1][c:2]1[cH:3][c:4]([CH2:5][N:6]2[CH2:7][CH:8]([CH2:12][NH2:13])[O:9][CH2:10][CH2:11]2)[cH:14][cH:15][c:16]1[Cl:17].[o:18]1[c:19]([CH2:23][C:24](=[O:25])[OH:26])[cH:20][cH:21][cH:22]1>>[Cl:1][c:2]1[cH:3][c:4]([CH2:5][N:6]2[CH2:7][CH:8]([CH2:12][NH:13][C:24]([CH2:23][c:19]3[o:18][cH:22][cH:21][cH:20]3)=[O:25])[O:9][CH2:10][CH2:11]2)[cH:14][cH:15][c:16]1[Cl:17].